This data is from the Open Reaction Database (ORD), a public repository of structured organic reaction records. The task is: describe an organic reaction: reactants, conditions, products, and yield Starting materials: [Br-].N[N+]1=C(N(C=C1)CC(=O)C1=CC=C(C=C1)Cl)CC (1-amino-3-(p-chlorophenacyl)-2-ethylimidazolium bromide), CN(C1=CC=C(C=O)C=C1)C (4-dimethylaminobenzaldehyde), CCOCC (ether). Run in C(C)(=O)O (acetic acid). Reaction conditions: time 48 hour. The product is [Br-].ClC1=CC=C(C(CN2C(=[N+](C=C2)N=CC2=CC=C(C=C2)N(C)C)CC)=O)C=C1 (3-(p-chlorophenacyl)-1-[[p-(dimethylamino)benzylidene]amino]-2-ethylimidazolium bromide). Reaction SMILES: [Br-:1].[NH2:2][N+:3]1[CH:7]=[CH:6][N:5]([CH2:8][C:9]([C:11]2[CH:16]=[CH:15][C:14]([Cl:17])=[CH:13][CH:12]=2)=[O:10])[C:4]=1[CH2:18][CH3:19].[CH3:20][N:21]([CH3:30])[C:22]1[CH:29]=[CH:28][C:25]([CH:26]=O)=[CH:24][CH:23]=1.CCOCC>C(O)(=O)C>[Br-:1].[Cl:17][C:14]1[CH:15]=[CH:16][C:11]([C:9](=[O:10])[CH2:8][N:5]2[CH:6]=[CH:7][N+:3]([N:2]=[CH:26][C:25]3[CH:28]=[CH:29][C:22]([N:21]([CH3:30])[CH3:20])=[CH:23][CH:24]=3)=[C:4]2[CH2:18][CH3:19])=[CH:12][CH:13]=1 |f:0.1,5.6|. Reported procedure: A suspension consisting of 1.72 g (5 mmol) of 1-amino-3-(p-chlorophenacyl)-2-ethylimidazolium bromide and 0.74 g (5 mmol) of 4-dimethylaminobenzaldehyde in 15 ml of glacial acetic acid is stirred at room temperature for 48 hours, treated with ether and filtered. The filtered-off crude product is chromatographed on 30 g of silica gel (particle size 0.063-0.200 mm) while eluting with methylene chloride/methanol (9:1 v/v) and then recrystallized from methylene chloride/methanol/ether. There is obta... Reactants: C(#N)[Si](C)(C)C (cyanotrimethylsilane), CN(C(=O)Cl)C (dimethylcarbamoyl chloride), COC=1C(=[N+](C=CC1)[O-])C (3-methoxy-2-methyl-pyridine-N-oxide). The solvent is ClCCl (dichloromethane). Run at time 9 day. Product: C(#N)C1=NC(=C(C=C1)OC)C (2-cyano-5-methoxy-6-methylpyridine). The yield is 11.8%. As a reaction SMILES: [CH3:1][O:2][C:3]1[C:4]([CH3:10])=[N+:5]([O-])[CH:6]=[CH:7][CH:8]=1.[C:11]([Si](C)(C)C)#[N:12].CN(C)C(Cl)=O>ClCCl>[C:11]([C:6]1[CH:7]=[CH:8][C:3]([O:2][CH3:1])=[C:4]([CH3:10])[N:5]=1)#[N:12]. Procedure: To a solution obtained by dissolving 3-methoxy-2-methyl-pyridine-N-oxide (1.57 g, 11.3 mmol) in 30 ml of dichloromethane were added cyanotrimethylsilane (1.12 g, 11.3 mmol) and dimethylcarbamoyl chloride (1.21 g, 11.3 mmol), followed by stirring at room temperature for 9 days. The reaction solution was washed with 10% sodium carbonate aqueous solution and then with water. The organic layer was dried with sodium sulfate and concentrated to remove the solvent, by which 0.198 g (percent yield: 11.8... The reactants are CCOC(=O)CC1(C2CC(c3ccc(OCc4cc(C)nc5ccccc45)cc3)=NO2)CCN(C(=O)OC(C)(C)C)C1, ClCCl, O=C(O)C(F)(F)F. Yields the product CCOC(=O)CC1(C2CC(c3ccc(OCc4cc(C)nc5ccccc45)cc3)=NO2)CCNC1. Reaction SMILES: [C:1]([O:2][C:3](=[O:4])[N:8]1[CH2:9][C:10]([CH:13]2[CH2:14][C:15]([c:18]3[cH:19][cH:20][c:21]([O:24][CH2:25][c:26]4[cH:27][c:28]([CH3:36])[n:29][c:30]5[cH:31][cH:32][cH:33][cH:34][c:35]45)[cH:22][cH:23]3)=[N:16][O:17]2)([CH2:37][C:38](=[O:39])[O:40][CH2:41][CH3:42])[CH2:11][CH2:12]1)([CH3:5])([CH3:6])[CH3:7].[CH2:50]([Cl:51])[Cl:52].[F:43][C:44]([F:45])([F:46])[C:47]([OH:48])=[O:49]>>[NH:8]1[CH2:9][C:10]([CH:13]2[CH2:14][C:15]([c:18]3[cH:19][cH:20][c:21]([O:24][CH2:25][c:26]4[cH:27][c:28]([CH3:36])[n:29][c:30]5[cH:31][cH:32][cH:33][cH:34][c:35]45)[cH:22][cH:23]3)=[N:16][O:17]2)([CH2:37][C:38](=[O:39])[O:40][CH2:41][CH3:42])[CH2:11][CH2:12]1.